Dataset: the Open Reaction Database (ORD), a public repository of structured organic reaction records. Task: describe an organic reaction: reactants, conditions, products, and yield Starting materials: FC(S(=O)(=O)OCC)(F)F (ethyl trifluoromethanesulfonate), COC=1C(=CC2=C(N=C([Te]2)C)C1)OC (5,6-Dimethoxy-2-methylbenzotellurazole), C(C)OCC (diethyl ether). Run in C(Cl)(Cl)Cl (chloroform). Yields the product FC(S(=O)(=O)[O-])(F)F.C(C)[N+]1=C([Te]C2=C1C=C(C(=C2)OC)OC)C (3-Ethyl-5,6-dimethoxy-2-methylbenzotellurazolium Trifluoromethanesulfonate). Reaction SMILES: [CH3:1][O:2][C:3]1[C:4]([O:13][CH3:14])=[CH:5][C:6]2[Te:10][C:9]([CH3:11])=[N:8][C:7]=2[CH:12]=1.[F:15][C:16]([F:24])([F:23])[S:17]([O:20][CH2:21][CH3:22])(=[O:19])=[O:18].C(OCC)C>C(Cl)(Cl)Cl>[F:15][C:16]([F:24])([F:23])[S:17]([O-:20])(=[O:19])=[O:18].[CH2:21]([N+:8]1[C:7]2[CH:12]=[C:3]([O:2][CH3:1])[C:4]([O:13][CH3:14])=[CH:5][C:6]=2[Te:10][C:9]=1[CH3:11])[CH3:22] |f:4.5|. Reported procedure: 5,6-Dimethoxy-2-methylbenzotellurazole (Example 19) was dissolved in chloroform (150 ml). A stoichiometric amount of ethyl trifluoromethanesulfonate was added, and the solution was refluxed for two hours under a condenser protected with a drying tube. After cooling the solution was poured slowly into cold diethyl ether (700 ml) with rapid stirring. The product crystallized and was collected by filtration. Yield 19.3 g (77.3% of theory). Procedure: A mixture of 2-oxo-4-phenoxy-7-chloroindoline (4.2 g) and sodium hydroxide (1.3 g) in water (40 ml) and dioxane (10 ml) was refluxed for 24 hrs. After cooling, the reaction mixture was filtered, and the filtrate was evaporated in vacuo. The residue was dissolved in ethanol under heating, and the solution was filtered. The filtrate was allowed to stand under ice-cooling, and the precipitating crystals were collected by filtration, washed with ethanol and dried to give sodium 2-(2-amino-3-chloro-6... Solvent: O (water), O1CCOCC1 (dioxane). As a reaction SMILES: [O:1]=[C:2]1[CH2:10][C:9]2[C:4](=[C:5]([Cl:18])[CH:6]=[CH:7][C:8]=2[O:11][C:12]2[CH:17]=[CH:16][CH:15]=[CH:14][CH:13]=2)[NH:3]1.[OH-:19].[Na+:20]>O.O1CCOCC1>[NH2:3][C:4]1[C:5]([Cl:18])=[CH:6][CH:7]=[C:8]([O:11][C:12]2[CH:17]=[CH:16][CH:15]=[CH:14][CH:13]=2)[C:9]=1[CH2:10][C:2]([O-:19])=[O:1].[Na+:20] |f:1.2,5.6|. Product: NC1=C(C(=CC=C1Cl)OC1=CC=CC=C1)CC(=O)[O-].[Na+] (sodium 2-(2-amino-3-chloro-6-phenoxyphenyl)acetate). Starting materials: O=C1NC2=C(C=CC(=C2C1)OC1=CC=CC=C1)Cl (2-oxo-4-phenoxy-7-chloroindoline), [OH-].[Na+] (sodium hydroxide). Yield: 37.1%. The reactants are O=C([O-])[O-], Clc1nccc2ccccc12, [Cs+], [Cs+], Cc1ccc(B(O)O)cc1F, C1COCCO1. Yields the product Cc1ccc(-c2nccc3ccccc23)cc1F. Reaction SMILES: [C:23](=[O:24])([O-:25])[O-:26].[Cl:1][c:2]1[n:3][cH:4][cH:5][c:6]2[cH:7][cH:8][cH:9][cH:10][c:11]12.[Cs+:27].[Cs+:28].[F:12][c:13]1[cH:14][c:15]([B:20]([OH:21])[OH:22])[cH:16][cH:17][c:18]1[CH3:19].[O:29]1[CH2:30][CH2:31][O:32][CH2:33][CH2:34]1>>[c:2]1(-[c:15]2[cH:14][c:13]([F:12])[c:18]([CH3:19])[cH:17][cH:16]2)[n:3][cH:4][cH:5][c:6]2[cH:7][cH:8][cH:9][cH:10][c:11]12. Product: FC1=C2C(=NC(C2=CC=C1)(C1=CC(=CC=C1)C=1C=NC=NC1)C1=CC(=NC=C1)OC)N (4-Fluoro-1-(2-methoxypyridin-4-yl)-1-(3-(pyrimidin-5-yl)phenyl)-1H-isoindol-3-amine). The yield is 54.0%. The reagents and catalysts are C1=CC=C(C=C1)P([C-]2C=CC=C2)C3=CC=CC=C3.C1=CC=C(C=C1)P([C-]2C=CC=C2)C3=CC=CC=C3.Cl[Pd]Cl.[Fe+2] ([1,1′-bis (diphenylphosphino)ferrocene]palladium(II) chloride). Conditions: temperature 150 celsius. Run in COCCOC.CCO.O (DME EtOH water). Procedure details: 1-(3-Bromophenyl)-4-fluoro-1-(2-methoxypyridin-4-yl)-1H-isoindol-3-amine (100 mg, 0.24 mmol), 5-pyrimidinylboronic acid (31.6 mg, 0.25 mmol), [1,1′-bis (diphenylphosphino)ferrocene]palladium(II) chloride (9.90 mg, 0.01 mmol), cesium carbonate (0.058 mL, 0.73 mmol) and DME:EtOH:water (6:3:1) (3.00 mL) were mixed in a microwave vial and heated in a microwave reactor at 150° C. for 20 min. The resulting product mixture was filtered and purified by preparative-HPLC to give 58 mg (54% yield of the ti... The reactants are BrC=1C=C(C=CC1)C1(N=C(C2=C(C=CC=C12)F)N)C1=CC(=NC=C1)OC (1-(3-Bromophenyl)-4-fluoro-1-(2-methoxypyridin-4-yl)-1H-isoindol-3-amine), N1=CN=CC(=C1)B(O)O (5-pyrimidinylboronic acid), C([O-])([O-])=O.[Cs+].[Cs+] (cesium carbonate). As a reaction SMILES: Br[C:2]1[CH:3]=[C:4]([C:8]2([C:19]3[CH:24]=[CH:23][N:22]=[C:21]([O:25][CH3:26])[CH:20]=3)[C:16]3[C:11](=[C:12]([F:17])[CH:13]=[CH:14][CH:15]=3)[C:10]([NH2:18])=[N:9]2)[CH:5]=[CH:6][CH:7]=1.[N:27]1[CH:32]=[C:31](B(O)O)[CH:30]=[N:29][CH:28]=1.C(=O)([O-])[O-].[Cs+].[Cs+]>C1C=CC(P(C2C=CC=CC=2)[C-]2C=CC=C2)=CC=1.C1C=CC(P(C2C=CC=CC=2)[C-]2C=CC=C2)=CC=1.Cl[Pd]Cl.[Fe+2].COCCOC.CCO.O>[F:17][C:12]1[CH:13]=[CH:14][CH:15]=[C:16]2[C:11]=1[C:10]([NH2:18])=[N:9][C:8]2([C:19]1[CH:24]=[CH:23][N:22]=[C:21]([O:25][CH3:26])[CH:20]=1)[C:4]1[CH:5]=[CH:6][CH:7]=[C:2]([C:31]2[CH:32]=[N:27][CH:28]=[N:29][CH:30]=2)[CH:3]=1 |f:2.3.4,5.6.7.8,9.10.11|. Starting materials: C(C1=CC=CC=C1)OC1=C(C=C(C=C1)N1CCN(CC1)CCCC1CCCCC1)Cl (1-(4-benzyloxy-3-chlorophenyl)-4-(3-cyclohexylpropyl)piperazine), C(C1=CC=CC=C1)OC1=C(C=C(C=C1)N1CCN(CC1)CCCCCCCC)F (1-(4-benzyloxy-3-fluorophenyl)-4-octylpiperazine). Product: FC1=C(C=CC(=C1)N1CCN(CC1)CCCCCCCC)O (2-fluoro-4-(4-octylpiperazin-1-yl)phenol). Isolated yield 89.2%. RXN SMILES: C(OC1C=CC(N2CCN(CCCC3CCCCC3)CC2)=CC=1Cl)C1C=CC=CC=1.C([O:38][C:39]1[CH:44]=[CH:43][C:42]([N:45]2[CH2:50][CH2:49][N:48]([CH2:51][CH2:52][CH2:53][CH2:54][CH2:55][CH2:56][CH2:57][CH3:58])[CH2:47][CH2:46]2)=[CH:41][C:40]=1[F:59])C1C=CC=CC=1>>[F:59][C:40]1[CH:41]=[C:42]([N:45]2[CH2:50][CH2:49][N:48]([CH2:51][CH2:52][CH2:53][CH2:54][CH2:55][CH2:56][CH2:57][CH3:58])[CH2:47][CH2:46]2)[CH:43]=[CH:44][C:39]=1[OH:38]. Reported procedure: Production Example 30 was repeated except that 1-(4-benzyloxy-3-chlorophenyl)-4-(3-cyclohexylpropyl)piperazine was replaced with 1-(4-benzyloxy-3-fluorophenyl)-4-octylpiperazine (365 mg), to provided crude 2-fluoro-4-(4-octylpiperazin-1-yl)phenol (252 mg). The reactants are CCOP(OCC)OCC, CCOC(C)=O, Cc1ccnc(Oc2cccc(CCl)c2)c1, O. The product is CCOP(=O)(Cc1cccc(Oc2cc(C)ccn2)c1)OCC. Reaction SMILES: [CH2:17]([CH3:18])[O:19][P:20]([O:21][CH2:22][CH3:23])[O:24][CH2:25][CH3:26].[CH3:28][CH2:29][O:30][C:31](=[O:32])[CH3:33].[Cl:1][CH2:2][c:3]1[cH:4][c:5]([O:6][c:7]2[n:8][cH:9][cH:10][c:11]([CH3:13])[cH:12]2)[cH:14][cH:15][cH:16]1.[OH2:27]>>[CH2:2]([c:3]1[cH:4][c:5]([O:6][c:7]2[n:8][cH:9][cH:10][c:11]([CH3:13])[cH:12]2)[cH:14][cH:15][cH:16]1)[P:20]([O:19][CH2:17][CH3:18])([O:21][CH2:22][CH3:23])=[O:24].